The task is: describe an organic reaction: reactants, conditions, products, and yield. This data is from the Open Reaction Database (ORD), a public repository of structured organic reaction records. Starting materials: ClC1=CC(=NC=2N1N=C(C2)C)NC(C2=CC=C(C=C2)C(CO)(C)C)=O (N-(7-chloro-2-methylpyrazolo[1,5-a]pyrimidin-5-yl)-4-(1-hydroxy-2-methylpropan-2-yl)benzamide), FC1=CC=C(C=C1)B(O)O (4-fluorophenylboronic acid), C(=O)([O-])[O-].[K+].[K+] (K2CO3). Reagents/catalysts: CC(=O)[O-].CC(=O)[O-].[Pd+2] (Pd(OAc)2). The solvent is COCCOC.O (DME H2O), CO (methanol). Reaction conditions: temperature 110 celsius. Product: C(C)(C)(C)C1=CC=C(C(=O)NC2=NC=3N(C(=C2)C2=CC=C(C=C2)F)N=CC3)C=C1 (4-tert-butyl-N-[7-(4-fluorophenyl)pyrazolo[1,5-a]pyrimidin-5-yl]benzamide). As a reaction SMILES: Cl[C:2]1[N:7]2[N:8]=[C:9](C)[CH:10]=[C:6]2[N:5]=[C:4]([NH:12][C:13](=[O:25])[C:14]2[CH:19]=[CH:18][C:17]([C:20]([CH3:24])([CH3:23])[CH2:21]O)=[CH:16][CH:15]=2)[CH:3]=1.[F:26][C:27]1[CH:32]=[CH:31][C:30](B(O)O)=[CH:29][CH:28]=1.C([O-])([O-])=O.[K+].[K+]>COCCOC.O.CO.CC([O-])=O.CC([O-])=O.[Pd+2]>[C:20]([C:17]1[CH:18]=[CH:19][C:14]([C:13]([NH:12][C:4]2[CH:3]=[C:2]([C:30]3[CH:31]=[CH:32][C:27]([F:26])=[CH:28][CH:29]=3)[N:7]3[N:8]=[CH:9][CH:10]=[C:6]3[N:5]=2)=[O:25])=[CH:15][CH:16]=1)([CH3:21])([CH3:23])[CH3:24] |f:2.3.4,5.6,8.9.10|. Reported procedure: A suspension of N-(7-chloro-2-methylpyrazolo[1,5-a]pyrimidin-5-yl)-4-(1-hydroxy-2-methylpropan-2-yl)benzamide (4G, 44 mg, 1.0 equivalent), 4-fluorophenylboronic acid (1.2 equivalents), Pd(OAc)2 (0.05 equivalent), and K2CO3 (4.0 equivalents) in DME/H2O was warmed to 110° C. in a microwave reactor. The reaction mixture was cooled to room temperature, diluted with methanol, filtered, and purified via preparative HPLC to afford the title compound. 1H NMR (400 MHz, CHLOROFORM-d) δ ppm 1.37 (s, 9 H) 6... Starting materials: C1CCC(NC2CCCCC2)CC1, ClC(Cl)=C(Cl)Cl, CC(C)Oc1ccc(F)c(N2C(=O)C3=C(CCCC3)C2=O)c1, O=S(=O)(Cl)Cl. Product: CC(C)Oc1cc(N2C(=O)C3=C(CCCC3)C2=O)c(F)cc1Cl. RXN SMILES: [CH:23]1([NH:24][CH:25]2[CH2:26][CH2:27][CH2:28][CH2:29][CH2:30]2)[CH2:31][CH2:32][CH2:33][CH2:34][CH2:35]1.[Cl:41][C:42]([Cl:43])=[C:44]([Cl:45])[Cl:46].[F:1][c:2]1[c:3]([N:12]2[C:13](=[O:22])[C:14]3=[C:15]([C:16]2=[O:17])[CH2:18][CH2:19][CH2:20][CH2:21]3)[cH:4][c:5]([O:8][CH:9]([CH3:10])[CH3:11])[cH:6][cH:7]1.[S:36]([Cl:37])(=[O:38])([Cl:39])=[O:40]>>[F:1][c:2]1[c:3]([N:12]2[C:13](=[O:22])[C:14]3=[C:15]([C:16]2=[O:17])[CH2:18][CH2:19][CH2:20][CH2:21]3)[cH:4][c:5]([O:8][CH:9]([CH3:10])[CH3:11])[c:6]([Cl:39])[cH:7]1. Reactants: CN1CCOCC1, COc1cccc(OC)c1C(=O)Cl, OCCC1(c2ccc(Cl)c(Cl)c2)CCNC1, ClCCl. Yields the product COc1cccc(OC)c1C(=O)N1CCC(CCO)(c2ccc(Cl)c(Cl)c2)C1. As a reaction SMILES: [CH3:17][N:18]1[CH2:19][CH2:20][O:21][CH2:22][CH2:23]1.[CH3:24][O:25][c:26]1[c:27]([C:28](=[O:29])[Cl:30])[c:31]([O:35][CH3:36])[cH:32][cH:33][cH:34]1.[Cl:1][c:2]1[cH:3][c:4]([C:9]2([CH2:14][CH2:15][OH:16])[CH2:10][NH:11][CH2:12][CH2:13]2)[cH:5][cH:6][c:7]1[Cl:8].[Cl:37][CH2:38][Cl:39]>>[Cl:1][c:2]1[cH:3][c:4]([C:9]2([CH2:14][CH2:15][OH:16])[CH2:10][N:11]([C:28]([c:27]3[c:26]([O:25][CH3:24])[cH:34][cH:33][cH:32][c:31]3[O:35][CH3:36])=[O:29])[CH2:12][CH2:13]2)[cH:5][cH:6][c:7]1[Cl:8].